Dataset: the Open Reaction Database (ORD), a public repository of structured organic reaction records. Task: describe an organic reaction: reactants, conditions, products, and yield Reactants: O(C1=CC=CC=C1)P(=O)(OC1=CC=CC=C1)OC=1N(CCOC1)C(=O)OC(C)(C)C (tert-butyl 5-((diphenoxyphosphoryl)oxy)-2H-1,4-oxazine-4(3H)-carboxylate), N1=CC(=CC2=CC=CC=C12)B(O)O (quinolin-3-ylboronic acid). The product is N1=CC(=CC2=CC=CC=C12)C=1N(CCOC1)C(=O)OC(C)(C)C (tert-butyl 5-(quinolin-3-yl)-2H-1,4-oxazine-4(3H)-carboxylate). Yield: 24.0%. As a reaction SMILES: O(P(O[C:18]1[N:19]([C:24]([O:26][C:27]([CH3:30])([CH3:29])[CH3:28])=[O:25])[CH2:20][CH2:21][O:22][CH:23]=1)(OC1C=CC=CC=1)=O)C1C=CC=CC=1.[N:31]1[C:40]2[C:35](=[CH:36][CH:37]=[CH:38][CH:39]=2)[CH:34]=[C:33](B(O)O)[CH:32]=1>>[N:31]1[C:40]2[C:35](=[CH:36][CH:37]=[CH:38][CH:39]=2)[CH:34]=[C:33]([C:18]2[N:19]([C:24]([O:26][C:27]([CH3:28])([CH3:29])[CH3:30])=[O:25])[CH2:20][CH2:21][O:22][CH:23]=2)[CH:32]=1. Procedure details: This compound was prepared from tert-butyl 5-((diphenoxyphosphoryl)oxy)-2H-1,4-oxazine-4(3H)-carboxylate and quinolin-3-ylboronic acid using a procedure similar to that described in Example 2 (Steps 1-3a) above. The product was isolated as a yellow solid (24% yield); 1H-NMR (d6-DMSO) 0.97 (9H, s), 3.78 (2H, t), 4.18 (3H, t), 6.69 (1H, s), 7.55-7.59 (1H, m), 7.66-7.70 (1H, m), 7.92-8.00 (2H, m), 8.08 (1H, d), 8.77 (1H, d); 13C-NMR (CDCl3) 27.7, 41.7, 66.9, 126.8, 127.4, 128.7, 129.2, 133.6, 148.8... Starting materials: [Si](C)(C)(C(C)(C)C)Cl (tert-butyl(dimethyl)silyl chloride), OCC1CCC(NC1)=O (5-hydroxymethyl-2-piperidone), N1C=NC=C1 (imidazole), CN(C)C=O (DMF). Reaction conditions: temperature 22 celsius, time 36 hour. The product is [Si](C)(C)(C(C)(C)C)OCN1C(CCCC1)=O ([t-Butyl(dimethyl)silyloxymethyl]-2-piperidone). As a reaction SMILES: [Si:1](Cl)([C:4]([CH3:7])([CH3:6])[CH3:5])([CH3:3])[CH3:2].OC[CH:11]1[CH2:16][NH:15][C:14](=[O:17])[CH2:13][CH2:12]1.N1C=CN=C1.CN([CH:26]=[O:27])C>>[Si:1]([O:27][CH2:26][N:15]1[CH2:16][CH2:11][CH2:12][CH2:13][C:14]1=[O:17])([C:4]([CH3:7])([CH3:6])[CH3:5])([CH3:3])[CH3:2]. Procedure details: To a solution of 5.8 g tert-butyl(dimethyl)silyl chloride and 5.0 g of 5-hydroxymethyl-2-piperidone in 150 ml of anhydrous DMF was added 5.3 g of imidazole. After stirring for 36 hours at 22° C., the mixture was evaporated under vacuum to remove most of the DMF. Following the addition of water, the residue was extracted with three portions of ethyl acetate. The combined organic extracts were washed with water, 0.5N HCl, water and brine, dried over magnesium sulfate and evaporated. The resulting ... Starting materials: COC(CC1=CC2=CC=C(C=C2C(=C1C)C1=CC=C(C=C1)N)Cl)=O ([4-(4-amino-phenyl)-6-chloro-3-methyl-naphthalen-2-yl]-acetic acid methyl ester), C1(=CC=CC=C1)S(=O)(=O)Cl (benzenesulfonyl chloride), C(C)(C)N(CC)C(C)C (diisopropylethylamine). The solvent is C1CCOC1 (THF). Reaction conditions: time 3 hour. Product: COC(CC1=CC2=CC=C(C=C2C(=C1C)C1=CC=C(C=C1)NS(=O)(=O)C1=CC=CC=C1)Cl)=O ([4-(4-benzenesulfonylamino-phenyl)-6-chloro-3-methyl-naphthalen-2-yl]-acetic acid methyl ester). Yield: 77.6%. As a reaction SMILES: [CH3:1][O:2][C:3](=[O:24])[CH2:4][C:5]1[C:14]([CH3:15])=[C:13]([C:16]2[CH:21]=[CH:20][C:19]([NH2:22])=[CH:18][CH:17]=2)[C:12]2[C:7](=[CH:8][CH:9]=[C:10]([Cl:23])[CH:11]=2)[CH:6]=1.[C:25]1([S:31](Cl)(=[O:33])=[O:32])[CH:30]=[CH:29][CH:28]=[CH:27][CH:26]=1.C(N(C(C)C)CC)(C)C>C1COCC1>[CH3:1][O:2][C:3](=[O:24])[CH2:4][C:5]1[C:14]([CH3:15])=[C:13]([C:16]2[CH:21]=[CH:20][C:19]([NH:22][S:31]([C:25]3[CH:30]=[CH:29][CH:28]=[CH:27][CH:26]=3)(=[O:33])=[O:32])=[CH:18][CH:17]=2)[C:12]2[C:7](=[CH:8][CH:9]=[C:10]([Cl:23])[CH:11]=2)[CH:6]=1. Procedure: To a solution of [4-(4-amino-phenyl)-6-chloro-3-methyl-naphthalen-2-yl]-acetic acid methyl ester (100 mg, 0.29 mmol) and benzenesulfonyl chloride (105 mg, 0.59 mmol) in THF (5.5 mL) was added diisopropylethylamine (0.15 ml, 0.85 mmol) at 0° C. under nitrogen. After addition, the reaction mixture was warmed to room temperature and stirred for 3 hours. The solvent was removed under vacuum and the residue was diluted with water (10 mL). Then, the mixture was extracted with ethyl acetate (2×20 mL). ...